This data is from the Open Reaction Database (ORD), a public repository of structured organic reaction records. The task is: describe an organic reaction: reactants, conditions, products, and yield The reactants are CI, CCC(C)(C)Cc1cn(S(=O)(=O)N(C)C)c(CCc2nnc(-c3ccc(F)c(F)c3)[nH]2)n1, [H-], [Na+], CN(C)C=O. Yields the product CCC(C)(C)Cc1cn(S(=O)(=O)N(C)C)c(CCc2nc(-c3ccc(F)c(F)c3)nn2C)n1. As a reaction SMILES: [CH3:35][I:36].[F:3][c:4]1[cH:5][c:6](-[c:11]2[nH:12][c:13]([CH2:16][CH2:17][c:18]3[n:19]([S:29](=[O:30])(=[O:31])[N:32]([CH3:33])[CH3:34])[cH:20][c:21]([CH2:23][C:24]([CH2:25][CH3:26])([CH3:27])[CH3:28])[n:22]3)[n:14][n:15]2)[cH:7][cH:8][c:9]1[F:10].[H-:1].[Na+:2].[O:37]=[CH:38][N:39]([CH3:40])[CH3:41]>>[F:3][c:4]1[cH:5][c:6](-[c:11]2[n:12][c:13]([CH2:16][CH2:17][c:18]3[n:19]([S:29](=[O:30])(=[O:31])[N:32]([CH3:33])[CH3:34])[cH:20][c:21]([CH2:23][C:24]([CH2:25][CH3:26])([CH3:27])[CH3:28])[n:22]3)[n:14]([CH3:35])[n:15]2)[cH:7][cH:8][c:9]1[F:10]. Procedure: Chloromethyl methyl ether (98 ml, 1292 mmol) and N-ethyldiisopropylamine (234 ml, 1344 mmol) were added to a solution of 3-methyl-2-methylenebutane-1-ol (61.5 g, 615 mmol) prepared in Reference Example 202 in THF (500 ml) while cooling in an ice-bath, and the mixture was stirred at room temperature for 22 hours. The reaction mixture was filtered, and the filtrate was concentrated under reduced pressure. The residue was dissolved in diethyl ether, and the mixture was washed with water and brine, ... Run in C1CCOC1 (THF). As a reaction SMILES: [CH3:1][O:2][CH2:3]Cl.C(N(C(C)C)C(C)C)C.[CH3:14][CH:15]([CH3:20])[C:16](=[CH2:19])[CH2:17][OH:18]>C1COCC1>[CH3:1][O:2][CH2:3][O:18][CH2:17][C:16]([CH:15]([CH3:20])[CH3:14])=[CH2:19]. Reactants: COCCl (Chloromethyl methyl ether), C(C)N(C(C)C)C(C)C (N-ethyldiisopropylamine), CC(C(CO)=C)C (3-methyl-2-methylenebutane-1-ol). Yields the product COCOCC(=C)C(C)C (2-methoxymethoxymethyl-3-methyl-1-butene). Run at time 22 hour. Yield: 100.3%. Reactants: CC1=CC=C2C=CC(NC2=N1)=O (7-methyl-1,8-naphthyridin-2(1H)-one). The reagents and catalysts are [C].[Pd] (palladium-carbon). The solvent is C(C)O (ethanol). Run at temperature 45 celsius, time 17 hour. Yields the product CC1=CC=C2CCC(NC2=N1)=O (7-methyl-3,4-dihydro-1,8-naphthyridin-2(1H)-one). Yield: 45.4%. RXN SMILES: [CH3:1][C:2]1[N:11]=[C:10]2[C:5]([CH:6]=[CH:7][C:8](=[O:12])[NH:9]2)=[CH:4][CH:3]=1>C(O)C.[C].[Pd]>[CH3:1][C:2]1[N:11]=[C:10]2[C:5]([CH2:6][CH2:7][C:8](=[O:12])[NH:9]2)=[CH:4][CH:3]=1 |f:2.3|. Procedure: A solution of 2.0 g of 7-methyl-1,8-naphthyridin-2(1H)-one in 150 mL of ethanol, 1.0 g of 5% palladium-carbon was added, and the mixture was stirred at 40 to 50° C. for 17 hours under a hydrogen atmosphere. The reaction mixture was cooled to room temperature, the insoluble substance was filtered off, and the filtration residue was washed with methanol. The solvent was distilled off under reduced pressure, and the resultant residue was purified by silica gel column chromatography using an eluent ... Reactants: BrCc1ccccc1, Cc1cc(O)cc(C)c1Br, O=C([O-])[O-], CN(C)C=O, [K+], [K+], O. The product is Cc1cc(OCc2ccccc2)cc(C)c1Br. Reaction SMILES: [Br:11][CH2:12][c:13]1[cH:14][cH:15][cH:16][cH:17][cH:18]1.[Br:1][c:2]1[c:3]([CH3:10])[cH:4][c:5]([OH:9])[cH:6][c:7]1[CH3:8].[C:19](=[O:20])([O-:21])[O-:22].[CH3:26][N:27]([CH3:28])[CH:29]=[O:30].[K+:23].[K+:24].[OH2:25]>>[Br:1][c:2]1[c:3]([CH3:10])[cH:4][c:5]([O:9][CH2:12][c:13]2[cH:14][cH:15][cH:16][cH:17][cH:18]2)[cH:6][c:7]1[CH3:8].